This data is from the Open Reaction Database (ORD), a public repository of structured organic reaction records. The task is: describe an organic reaction: reactants, conditions, products, and yield The reactants are CN(C=O)C (N,N-dimethylformamide), ClCC#N (chloroacetonitrile), C1(=CC=CC2=CC=CC=C12)[C@@H](C)N[C@@H]1C[C@@H](CC1)C1=CC=C(C=C1)O (4-[(1R,3S)-3-{[(1R)-1-(naphthalen-1-yl)ethyl]amino}cyclopentyl]phenol), C([O-])([O-])=O.[K+].[K+] (potassium carbonate). Run in O (Water). Run at time 5 day. Yields the product C1(=CC=CC2=CC=CC=C12)[C@@H](C)N[C@@H]1C[C@@H](CC1)C1=CC=C(OCC#N)C=C1 ({4-[(1R,3S)-3-{[(1R)-1-(Naphthalen-1-yl)ethyl]amino}cyclopentyl]phenoxy}acetonitrile). Isolated yield 68.7%. As a reaction SMILES: CN(C)C=O.Cl[CH2:7][C:8]#[N:9].[C:10]1([C@H:20]([NH:22][C@H:23]2[CH2:27][CH2:26][C@@H:25]([C:28]3[CH:33]=[CH:32][C:31]([OH:34])=[CH:30][CH:29]=3)[CH2:24]2)[CH3:21])[C:19]2[C:14](=[CH:15][CH:16]=[CH:17][CH:18]=2)[CH:13]=[CH:12][CH:11]=1.C(=O)([O-])[O-].[K+].[K+]>O>[C:10]1([C@H:20]([NH:22][C@H:23]2[CH2:27][CH2:26][C@@H:25]([C:28]3[CH:29]=[CH:30][C:31]([O:34][CH2:7][C:8]#[N:9])=[CH:32][CH:33]=3)[CH2:24]2)[CH3:21])[C:19]2[C:14](=[CH:15][CH:16]=[CH:17][CH:18]=2)[CH:13]=[CH:12][CH:11]=1 |f:3.4.5|. Reported procedure: Under a nitrogen stream, N,N-dimethylformamide (3 mL) and chloroacetonitrile (0.11 mL, 1.8 mmol) were added to 4-[(1R,3S)-3-{[(1R)-1-(naphthalen-1-yl)ethyl]amino}cyclopentyl]phenol (500 mg, 1.5 mmol) obtained in Example 10 (Step 3) and potassium carbonate (250 mg, 1.8 mmol), and the mixture was stirred for 5 days at room temperature. Water was added to the reaction solution, and the mixture was extracted with ethyl acetate. The extracted solution was dried over anhydrous magnesium sulfate, and t...